Dataset: the Open Reaction Database (ORD), a public repository of structured organic reaction records. Task: describe an organic reaction: reactants, conditions, products, and yield Starting materials: Cl, O=CC1Cc2ccc(F)cc2C1, Cc1ccc2c(c1)nc(C(C)(C)O)n2C1CCC(N)CC1. Product: Cc1ccc2c(c1)nc(C(C)(C)O)n2C1CCC(NCC2Cc3ccc(F)cc3C2)CC1. As a reaction SMILES: [ClH:1].[F:23][c:24]1[cH:25][c:26]2[c:30]([cH:31][cH:32]1)[CH2:29][CH:28]([CH:33]=[O:34])[CH2:27]2.[NH2:2][CH:3]1[CH2:4][CH2:5][CH:6]([n:9]2[c:10]([C:19]([CH3:20])([CH3:21])[OH:22])[n:11][c:12]3[c:13]2[cH:14][cH:15][c:16]([CH3:18])[cH:17]3)[CH2:7][CH2:8]1>>[NH:2]([CH:3]1[CH2:4][CH2:5][CH:6]([n:9]2[c:10]([C:19]([CH3:20])([CH3:21])[OH:22])[n:11][c:12]3[c:13]2[cH:14][cH:15][c:16]([CH3:18])[cH:17]3)[CH2:7][CH2:8]1)[CH2:33][CH:28]1[CH2:27][c:26]2[cH:25][c:24]([F:23])[cH:32][cH:31][c:30]2[CH2:29]1. Starting materials: ClCC1=CC=C(C=C1)S(=O)(=O)C (1-chloromethyl-4-methanesulfonylbenzene), C(C)(C)(C)O (tert-butanol), COC(CC(CC)=O)=O (3-oxopentanoic acid methyl ester), CC(C)([O-])C.[K+] (potassium tert-butoxide). The solvent is O1CCCC1 (tetrahydrofuran), O1CCCC1 (tetrahydrofuran), O (water). Conditions: temperature 70 celsius. The product is COC(C(C(CC)=O)CC1=CC=C(C=C1)S(=O)(=O)C)=O (2-(4-methanesulfonylbenzyl)-3-oxopentanoic Acid Methyl Ester). Reaction SMILES: CC(C)([O-])C.[K+].C(O)(C)(C)C.[CH3:12][O:13][C:14](=[O:20])[CH2:15][C:16](=[O:19])[CH2:17][CH3:18].Cl[CH2:22][C:23]1[CH:28]=[CH:27][C:26]([S:29]([CH3:32])(=[O:31])=[O:30])=[CH:25][CH:24]=1>O1CCCC1.O>[CH3:12][O:13][C:14](=[O:20])[CH:15]([CH2:22][C:23]1[CH:24]=[CH:25][C:26]([S:29]([CH3:32])(=[O:31])=[O:30])=[CH:27][CH:28]=1)[C:16](=[O:19])[CH2:17][CH3:18] |f:0.1|. Procedure: A suspension of potassium tert-butoxide (2.7 g) in anhydrous tetrahydrofuran (35 mL) at 0° C. was treated with a mixture of tert-butanol (0.1 mL) and 3-oxopentanoic acid methyl ester (3.2 g). After stirring at room temperature for 15 minutes a solution of 1-chloromethyl-4-methanesulfonylbenzene (5.0 g) in tetrahydrofuran (15 mL) was added and the resulting mixture heated at 70° C. for 16 hours. The mixture was cooled to room temperature, diluted with water and the tetrahydrofuran removed under r...